The task is: describe an organic reaction: reactants, conditions, products, and yield. This data is from the Open Reaction Database (ORD), a public repository of structured organic reaction records. Starting materials: CCS(=O)(=O)NC(c1cncc(Br)c1)C1CC1, O=C([O-])[O-], CC1(C)OB(c2ccc(C#N)cc2F)OC1(C)C, [Na+], [Na+], Cl[Pd]Cl, c1ccc(P(c2ccccc2)c2ccccc2)cc1, c1ccc(P(c2ccccc2)c2ccccc2)cc1. Product: CCS(=O)(=O)NC(c1cncc(-c2ccc(C#N)cc2F)c1)C1CC1. RXN SMILES: [Br:19][c:20]1[cH:21][c:22]([CH:26]([NH:27][S:28](=[O:29])(=[O:30])[CH2:31][CH3:32])[CH:33]2[CH2:34][CH2:35]2)[cH:23][n:24][cH:25]1.[C:36](=[O:37])([O-:38])[O-:39].[F:1][c:2]1[cH:3][c:4]([C:5]#[N:6])[cH:7][cH:8][c:9]1[B:10]1[O:11][C:12]([CH3:13])([CH3:14])[C:15]([CH3:16])([CH3:17])[O:18]1.[Na+:40].[Na+:41].[Pd:42]([Cl:43])[Cl:44].[c:45]1([P:46]([c:47]2[cH:48][cH:49][cH:50][cH:51][cH:52]2)[c:53]2[cH:54][cH:55][cH:56][cH:57][cH:58]2)[cH:59][cH:60][cH:61][cH:62][cH:63]1.[c:64]1([P:65]([c:66]2[cH:67][cH:68][cH:69][cH:70][cH:71]2)[c:72]2[cH:73][cH:74][cH:75][cH:76][cH:77]2)[cH:78][cH:79][cH:80][cH:81][cH:82]1>>[F:1][c:2]1[cH:3][c:4]([C:5]#[N:6])[cH:7][cH:8][c:9]1-[c:20]1[cH:21][c:22]([CH:26]([NH:27][S:28](=[O:29])(=[O:30])[CH2:31][CH3:32])[CH:33]2[CH2:34][CH2:35]2)[cH:23][n:24][cH:25]1. Reactants: BrB(Br)Br, ClCCl, CCOCC, COc1c(Cl)cc(C(F)(F)F)c(C(=O)O)c1N, Cl, [Na+], O=C([O-])O. Product: Nc1c(O)c(Cl)cc(C(F)(F)F)c1C(=O)O. As a reaction SMILES: [B:19]([Br:20])([Br:21])[Br:22].[CH2:33]([Cl:34])[Cl:35].[CH3:28][CH2:29][O:30][CH2:31][CH3:32].[Cl:1][c:2]1[c:3]([O:16][CH3:17])[c:4]([NH2:15])[c:5]([C:6](=[O:7])[OH:8])[c:9]([C:11]([F:12])([F:13])[F:14])[cH:10]1.[ClH:18].[Na+:27].[O-:23][C:24]([OH:25])=[O:26]>>[Cl:1][c:2]1[c:3]([OH:16])[c:4]([NH2:15])[c:5]([C:6](=[O:7])[OH:8])[c:9]([C:11]([F:12])([F:13])[F:14])[cH:10]1. Starting materials: FC(OC1=CC=C(C=C1)N1C(C2(CC1)CCNCC2)=O)(F)F (2-(4-trifluoromethoxy-phenyl)-2,8-diaza-spiro[4.5]decan-1-one), BrC1=C(C=CC(=C1)C(F)(F)F)F (2-bromo-1-fluoro-4-trifluoromethyl-benzene). The product is FC1=C(C=C(C=C1)C(F)(F)F)N1CCC2(CCN(C2=O)C2=CC=C(C=C2)OC(F)(F)F)CC1 (8-(2-Fluoro-5-trifluoromethyl-phenyl)-2-(4-trifluoromethoxy-phenyl)-2,8-diaza-spiro[4.5]decan-1-one). RXN SMILES: [F:1][C:2]([F:22])([F:21])[O:3][C:4]1[CH:9]=[CH:8][C:7]([N:10]2[CH2:14][CH2:13][C:12]3([CH2:19][CH2:18][NH:17][CH2:16][CH2:15]3)[C:11]2=[O:20])=[CH:6][CH:5]=1.Br[C:24]1[CH:29]=[C:28]([C:30]([F:33])([F:32])[F:31])[CH:27]=[CH:26][C:25]=1[F:34]>>[F:34][C:25]1[CH:24]=[CH:29][C:28]([C:30]([F:31])([F:32])[F:33])=[CH:27][C:26]=1[N:17]1[CH2:16][CH2:15][C:12]2([C:11](=[O:20])[N:10]([C:7]3[CH:8]=[CH:9][C:4]([O:3][C:2]([F:1])([F:21])[F:22])=[CH:5][CH:6]=3)[CH2:14][CH2:13]2)[CH2:19][CH2:18]1. Reported procedure: The title compound was prepared in analogy to example 1 step D from a mixture of 2-(4-trifluoromethoxy-phenyl)-2,8-diaza-spiro[4.5]decan-1-one (described in example 1 step C) and 2-bromo-1-fluoro-4-trifluoromethyl-benzene. Light yellow solid. MS (ESI): 477.1 (MH+)